From a dataset of the Open Reaction Database (ORD), a public repository of structured organic reaction records. describe an organic reaction: reactants, conditions, products, and yield The reactants are CC(C)(C)OC(=O)Nc1ccc(-c2ccco2)cc1NC(=O)CC(=O)c1cccc(C#N)c1, ClCCl, O=C(O)C(F)(F)F. Product: N#Cc1cccc(C2=Nc3ccc(-c4ccco4)cc3NC(=O)C2)c1. As a reaction SMILES: [C:1]([O:2][C:3](=[O:4])[NH:7][c:8]1[c:9]([NH:19][C:20]([CH2:21][C:22](=[O:5])[c:24]2[cH:25][c:26]([C:30]#[N:31])[cH:27][cH:28][cH:29]2)=[O:32])[cH:10][c:11](-[c:14]2[o:15][cH:16][cH:17][cH:18]2)[cH:12][cH:13]1)([CH3:6])([CH3:23])[CH3:33].[Cl:41][CH2:42][Cl:43].[F:34][C:35]([F:36])([F:37])[C:38]([OH:39])=[O:40]>>[N:7]1=[C:22]([c:24]2[cH:25][c:26]([C:30]#[N:31])[cH:27][cH:28][cH:29]2)[CH2:21][C:20](=[O:32])[NH:19][c:9]2[c:8]1[cH:13][cH:12][c:11](-[c:14]1[o:15][cH:16][cH:17][cH:18]1)[cH:10]2. The reactants are [Cl-].O[NH3+] (hydroxylammonium chloride), C(O)([O-])=O.[Na+] (sodium hydrogen carbonate), CS(=O)C (dimethyl sulfoxide), COC1=CC=C(C=C1)N1C(=NC(=C(C1=O)CC1=CC=C(C=C1)C=1C(=CC=CC1)C#N)CCC)C (4′-{[1-(4-methoxyphenyl)-2-methyl-6-oxo-4-propyl-1,6-dihydropyrimidin-5-yl]methyl}biphenyl-2-carbonitrile). The solvent is O (water), C(C)(=O)OCC (ethyl acetate). Conditions: temperature 40 celsius, time 30 minute. Yields the product COC1=CC=C(C=C1)N1C(=NC(=C(C1=O)CC1=CC=C(C=C1)C1=C(C=CC=C1)C1=NOC(N1)=O)CCC)C (3-(4-methoxyphenyl)-2-methyl-5-{[2′-(5-oxo-4,5-dihydro-1,2,4-oxadiazol-3-yl)biphenyl-4-yl]methyl}-6-propylpyrimidin-4(3H)-one). The yield is 60.0%. Reaction SMILES: [Cl-].O[NH3+:3].[C:4](=[O:7])([O-])[OH:5].[Na+].CS(C)=O.[CH3:13][O:14][C:15]1[CH:20]=[CH:19][C:18]([N:21]2[C:26](=[O:27])[C:25]([CH2:28][C:29]3[CH:34]=[CH:33][C:32]([C:35]4[C:36]([C:41]#[N:42])=[CH:37][CH:38]=[CH:39][CH:40]=4)=[CH:31][CH:30]=3)=[C:24]([CH2:43][CH2:44][CH3:45])[N:23]=[C:22]2[CH3:46])=[CH:17][CH:16]=1>O.C(OCC)(=O)C>[CH3:13][O:14][C:15]1[CH:16]=[CH:17][C:18]([N:21]2[C:26](=[O:27])[C:25]([CH2:28][C:29]3[CH:34]=[CH:33][C:32]([C:35]4[CH:40]=[CH:39][CH:38]=[CH:37][C:36]=4[C:41]4[NH:3][C:4](=[O:7])[O:5][N:42]=4)=[CH:31][CH:30]=3)=[C:24]([CH2:43][CH2:44][CH3:45])[N:23]=[C:22]2[CH3:46])=[CH:19][CH:20]=1 |f:0.1,2.3|. Procedure details: A mixture of hydroxylammonium chloride (3.5 g), sodium hydrogen carbonate (5.0 g) and dimethyl sulfoxide (25 mL) was stirred at 40° C. for 30 min, 4′-{[1-(4-methoxyphenyl)-2-methyl-6-oxo-4-propyl-1,6-dihydropyrimidin-5-yl]methyl}biphenyl-2-carbonitrile (2.15 g) was added, and the mixture was stirred at 90° C. for 18 hr. The reaction mixture was allowed to cool to room temperature, ethyl acetate and water were added, and the mixture was extracted with ethyl acetate. The organic layer was washed w... Starting materials: C(C)(C)(C)OC(=O)N1[C@H]2C[C@H]2C[C@H]1CN ((1S,3S,5S)-3-aminomethyl-2-aza-bicyclo[3.1.0]hexane-2-carboxylic acid tert-butyl ester), BrC=1C=C(C(=O)O)C=CC1 (3-bromo-benzoic acid). Yields the product C(C)(C)(C)OC(=O)N1[C@H]2C[C@H]2C[C@H]1CNC(C1=CC(=CC=C1)Br)=O ((1S,3S,5S)-3-[(3-Bromo-benzoylamino)-methyl]-2-aza-bicyclo[3.1.0]hexane-2-carboxylic acid tert-butyl ester). RXN SMILES: [C:1]([O:5][C:6]([N:8]1[C@H:13]([CH2:14][NH2:15])[CH2:12][C@H:11]2[C@@H:9]1[CH2:10]2)=[O:7])([CH3:4])([CH3:3])[CH3:2].[Br:16][C:17]1[CH:18]=[C:19]([CH:23]=[CH:24][CH:25]=1)[C:20](O)=[O:21]>>[C:1]([O:5][C:6]([N:8]1[C@H:13]([CH2:14][NH:15][C:20](=[O:21])[C:19]2[CH:23]=[CH:24][CH:25]=[C:17]([Br:16])[CH:18]=2)[CH2:12][C@H:11]2[C@@H:9]1[CH2:10]2)=[O:7])([CH3:4])([CH3:3])[CH3:2]. Procedure: prepared by reaction of (1S,3S,5S)-3-aminomethyl-2-aza-bicyclo[3.1.0]hexane-2-carboxylic acid tert-butyl ester with 3-bromo-benzoic acid. LC-MS (acidic): tR=1.08 min; [M+H]+=394.9.